From a dataset of the Open Reaction Database (ORD), a public repository of structured organic reaction records. describe an organic reaction: reactants, conditions, products, and yield Starting materials: C(C)(C)(C)C1(CCC(C2=CC=C(C=C12)Br)(C)C)O (1-t-butyl-1-hydroxy 4,4-dimethyl-7-bromo-1,2,3,4-tetrahydronaphthalene), CC=1C=CC(=CC1)S(=O)(=O)O (p-TSA), C(=O)([O-])[O-].[K+].[K+] (K2CO3). Run in CO (MeOH). Run at temperature 70 celsius. Product: C(C)(C)(C)C1=CCC(C2=CC=C(C=C12)Br)(C)C (1-t-butyl-4,4-dimethyl-7-bromo-3,4-dihydronaphthalene). RXN SMILES: [C:1]([C:5]1(O)[C:14]2[C:9](=[CH:10][CH:11]=[C:12]([Br:15])[CH:13]=2)[C:8]([CH3:17])([CH3:16])[CH2:7][CH2:6]1)([CH3:4])([CH3:3])[CH3:2].CC1C=CC(S(O)(=O)=O)=CC=1.C([O-])([O-])=O.[K+].[K+]>CO>[C:1]([C:5]1[C:14]2[C:9](=[CH:10][CH:11]=[C:12]([Br:15])[CH:13]=2)[C:8]([CH3:17])([CH3:16])[CH2:7][CH:6]=1)([CH3:4])([CH3:2])[CH3:3] |f:2.3.4|. Procedure: A mixture of the crude 1-t-butyl-1-hydroxy 4,4-dimethyl-7-bromo-1,2,3,4-tetrahydronaphthalene , MeOH (30 mL) and p-TSA (150 mg) were heated for 17 h at 70° C. Reaction mixture was cooled to ambient temperature and solid K2CO3 was added and the MeOH was removed by evaporation. The residue was diluted with ether. The ether layer was washed with water and brine and the ether was dried (MgSO4) and removed by evaporation. Purification by silica gel chromatography yielded 1.65 g (28%, in two steps) th...